Dataset: the Open Reaction Database (ORD), a public repository of structured organic reaction records. Task: describe an organic reaction: reactants, conditions, products, and yield Reactants: ClC1=CC=C(C=C1)C1=CC=C(N=N1)Cl (6-(p-chlorophenyl)-3-chloropyridazine), OCCNN (2-hydroxyethylhydrazine). The solvent is C(CCC)O (butanol). The product is ClC1=CC=C(C=C1)C1=CC=C(N=N1)N(N)CCO (2-{1-[6-(p-chlorophenyl)-3-pyridazinyl]hydrazino}ethanol). As a reaction SMILES: [Cl:1][C:2]1[CH:7]=[CH:6][C:5]([C:8]2[N:13]=[N:12][C:11](Cl)=[CH:10][CH:9]=2)=[CH:4][CH:3]=1.[OH:15][CH2:16][CH2:17][NH:18][NH2:19]>C(O)CCC>[Cl:1][C:2]1[CH:7]=[CH:6][C:5]([C:8]2[N:13]=[N:12][C:11]([N:18]([CH2:17][CH2:16][OH:15])[NH2:19])=[CH:10][CH:9]=2)=[CH:4][CH:3]=1. Procedure details: A mixture of 5.0 g. of 6-(p-chlorophenyl)-3-chloropyridazine and 5.02 g. of 2-hydroxyethylhydrazine in 75 ml. of butanol is heated at reflux overnight and then cooled in an ice bath. The precipitate is collected by filtration, washed with butanol, water and then dried. Recrystallization from ethanol gives crystals, m.p. 172°-174° C. Reactants: ClC=1C=C(C=CC1)C1=CC(=C2C(=N1)CCC2)S(=O)(=O)C2=CC=C(C=C2)CC(=O)OC (methyl 2-(4-((2-(3-chlorophenyl)-6,7-dihydro-5H-cyclopenta[b]pyridin-4-yl)sulfonyl)phenyl)acetate), N (NH3). The solvent is CO (MeOH). Reaction conditions: temperature 100 celsius, time 24 hour. Yields the product ClC=1C=C(C=CC1)C1=CC(=C2C(=N1)CCC2)S(=O)(=O)C2=CC=C(C=C2)CC(=O)N (2-(4-((2-(3-chlorophenyl)-6,7-dihydro-5H-cyclopenta[b]pyridin-4-yl)sulfonyl)phenyl)acetamide). The yield is 53.0%. As a reaction SMILES: [Cl:1][C:2]1[CH:3]=[C:4]([C:8]2[N:13]=[C:12]3[CH2:14][CH2:15][CH2:16][C:11]3=[C:10]([S:17]([C:20]3[CH:25]=[CH:24][C:23]([CH2:26][C:27]([O:29]C)=O)=[CH:22][CH:21]=3)(=[O:19])=[O:18])[CH:9]=2)[CH:5]=[CH:6][CH:7]=1.[NH3:31]>CO>[Cl:1][C:2]1[CH:3]=[C:4]([C:8]2[N:13]=[C:12]3[CH2:14][CH2:15][CH2:16][C:11]3=[C:10]([S:17]([C:20]3[CH:25]=[CH:24][C:23]([CH2:26][C:27]([NH2:31])=[O:29])=[CH:22][CH:21]=3)(=[O:19])=[O:18])[CH:9]=2)[CH:5]=[CH:6][CH:7]=1. Procedure: A suspension of methyl 2-(4-((2-(3-chlorophenyl)-6,7-dihydro-5H-cyclopenta[b]pyridin-4-yl)sulfonyl)phenyl)acetate (0.109 g, 0.25 mmol) in 7N NH3 in MeOH was heated at 100° C. in a sealed tube. After 24 h, the mixture was concentrated and purified by silica gel chromatography eluting with 100% methylene chloride to 1:1 methylene chloride/89:9:1 (methylene chloride/methanol/concentrated ammonium hydroxide) to afford the title compound (0.055 g, 53%) as a white solid. MW=426.92. 1H NMR (DMSO-d6, 30... The reactants are solid, BrC1=CC(=CC=2C(=C3N(C12)CCCNC3=O)C)C#N (7-bromo-11-methyl-1-oxo-2,3,4,5-tetrahydro-[1,4]diazepino[1,2-a]indole-9-carbonitrile), BrC1=CC(=CC=2C(=C3N(C12)CCCNC3=O)C)C#N (7-bromo-11-methyl-1-oxo-2,3,4,5-tetrahydro-[1,4]diazepino[1,2-a]indole-9-carbonitrile), FC(C1=CC=C(C=C1)B(O)O)(F)F (4-trifluoromethyl-phenylboronic acid). The product is CC1=C2N(C=3C(=CC(=CC13)C#N)C1=CC=C(C=C1)C(F)(F)F)CCCNC2=O (11-Methyl-1-oxo-7-[4-(trifluoromethyl)phenyl]-2,3,4,5-tetrahydro-[1,4]diazepino[1,2-a]indole-9-carbonitrile). As a reaction SMILES: Br[C:2]1[C:10]2[N:9]3[CH2:11][CH2:12][CH2:13][NH:14][C:15](=[O:16])[C:8]3=[C:7]([CH3:17])[C:6]=2[CH:5]=[C:4]([C:18]#[N:19])[CH:3]=1.[F:20][C:21]([F:32])([F:31])[C:22]1[CH:27]=[CH:26][C:25](B(O)O)=[CH:24][CH:23]=1>>[CH3:17][C:7]1[C:6]2[CH:5]=[C:4]([C:18]#[N:19])[CH:3]=[C:2]([C:25]3[CH:26]=[CH:27][C:22]([C:21]([F:32])([F:31])[F:20])=[CH:23][CH:24]=3)[C:10]=2[N:9]2[CH2:11][CH2:12][CH2:13][NH:14][C:15](=[O:16])[C:8]=12. Reported procedure: The title compound, white solid (74 mg, 77%), MS (ISP) m/z=384.6 [(M+H)+], mp 252° C., was prepared in accordance with the general method of example 1 from 7-bromo-11-methyl-1-oxo-2,3,4,5-tetrahydro-[1,4]diazepino[1,2-a]indole-9-carbonitrile (intermediate 17) (79.5 mg, 0.25 mmol) and commercially available 4-trifluoromethyl-phenylboronic acid (61.7 mg, 0.325 mmol). The reactants are C(C)(=O)O[C@@H]1[C@H](O[C@H]([C@@H]1OC(C)=O)N1C2=NC(=NC(=C2N=C1)NCC(C1=CC=CC=C1)C1=CC=CC=C1)CNC(=O)NCCN1CCCCC1)COC(C)=O ((2R,3R,4R,5R)-4-(acetyloxy)-2-[(acetyloxy)methyl]-5-(6-[(2,2-diphenylethyl)amino]-2-{[({[2-(1-piperidinyl)ethyl]amino}carbonyl)amino]methyl}-9H-purin-9-yl)tetrahydro-3-furanyl acetate), N (ammonia). The solvent is CO (methanol). Conditions: time 3 hour. The product is N (ammonia), O[C@H]1[C@@H](O[C@@H]([C@H]1O)CO)N1C2=NC(=NC(=C2N=C1)NCC(C1=CC=CC=C1)C1=CC=CC=C1)CNC(=O)NCCN1CCCCC1 (N-({9-[(2R,3R,4S,5R)-3,4-Dihydroxy-5-(hydroxymethyl)tetrahydro-2-furanyl]-6[(2,2-diphenylethyl)amino]-9H-purin-2-yl}methyl)-N′-[2-(1-piperidinyl)ethyl]urea). Yield: 109.8%. As a reaction SMILES: C([O:4][C@H:5]1[C@@H:9]([O:10]C(=O)C)[C@H:8]([N:14]2[CH:22]=[N:21][C:20]3[C:15]2=[N:16][C:17]([CH2:38][NH:39][C:40]([NH:42][CH2:43][CH2:44][N:45]2[CH2:50][CH2:49][CH2:48][CH2:47][CH2:46]2)=[O:41])=[N:18][C:19]=3[NH:23][CH2:24][CH:25]([C:32]2[CH:37]=[CH:36][CH:35]=[CH:34][CH:33]=2)[C:26]2[CH:31]=[CH:30][CH:29]=[CH:28][CH:27]=2)[O:7][C@@H:6]1[CH2:51][O:52]C(=O)C)(=O)C.N>CO>[NH3:14].[OH:10][C@@H:9]1[C@H:5]([OH:4])[C@@H:6]([CH2:51][OH:52])[O:7][C@H:8]1[N:14]1[CH:22]=[N:21][C:20]2[C:15]1=[N:16][C:17]([CH2:38][NH:39][C:40]([NH:42][CH2:43][CH2:44][N:45]1[CH2:50][CH2:49][CH2:48][CH2:47][CH2:46]1)=[O:41])=[N:18][C:19]=2[NH:23][CH2:24][CH:25]([C:32]1[CH:37]=[CH:36][CH:35]=[CH:34][CH:33]=1)[C:26]1[CH:27]=[CH:28][CH:29]=[CH:30][CH:31]=1. Procedure: A solution of (2R,3R,4R,5R)-4-(acetyloxy)-2-[(acetyloxy)methyl]-5-(6-[(2,2-diphenylethyl)amino]-2-{[({[2-(1-piperidinyl)ethyl]amino}carbonyl)amino]methyl}-9H-purin-9-yl)tetrahydro-3-furanyl acetate (100 mg, 0.13 mmol) (Preparation 6) in methanol (50 ml) was saturated with ammonia gas and then left to stand for 3 hours. The solvent was removed under reduced pressure to give a residue that was purified by elution through a plug of silica gel with dichloromethane:methanol:0.88 concentrated aqueous ... Reactants: COC(=O)C1CC(O)C(NC(=O)OC(C)(C)C)C1, Cl, C1COCCO1. Yields the product COC(=O)C1CC(N)C(O)C1, Cl. RXN SMILES: [CH3:1][O:2][C:3](=[O:4])[CH:5]1[CH2:6][CH:7]([OH:18])[CH:8]([NH:10][C:11]([O:12][C:13]([CH3:14])([CH3:15])[CH3:16])=[O:17])[CH2:9]1.[ClH:19].[O:20]1[CH2:21][CH2:22][O:23][CH2:24][CH2:25]1>>[CH3:1][O:2][C:3](=[O:4])[CH:5]1[CH2:6][CH:7]([OH:18])[CH:8]([NH2:10])[CH2:9]1.[ClH:19].